From a dataset of the Open Reaction Database (ORD), a public repository of structured organic reaction records. describe an organic reaction: reactants, conditions, products, and yield Starting materials: NC(CC(=O)O)C1=CC(=C(C=C1)OC)OC (3-amino-3-(3',4'-dimethoxyphenyl)propionic acid), C(C)(=O)Cl (acetyl chloride). Solvent: CO (methanol). Conditions: time 15 minute. Product: NC(CC(=O)OC)C1=CC(=C(C=C1)OC)OC (methyl 3-amino-3-(3',4'-dimethoxyphenyl)propionate). Yield: 80.6%. Reaction SMILES: [NH2:1][CH:2]([C:7]1[CH:12]=[CH:11][C:10]([O:13][CH3:14])=[C:9]([O:15][CH3:16])[CH:8]=1)[CH2:3][C:4]([OH:6])=[O:5].[C:17](Cl)(=O)C>CO>[NH2:1][CH:2]([C:7]1[CH:12]=[CH:11][C:10]([O:13][CH3:14])=[C:9]([O:15][CH3:16])[CH:8]=1)[CH2:3][C:4]([O:6][CH3:17])=[O:5]. Procedure: To a stirred suspension of 3-amino-3-(3',4'-dimethoxyphenyl)propionic acid (70.1 grams, 312 mmol) in methanol (400 mL) at 0° C., was added acetyl chloride (47.6 mL, 667 mmol) dropwise. After an additional 15 minutes, the ice-water bath was removed. The resulting clear solution was stirred at room temperature for 2 hours. The system was opened and the solvent was blown off with N2 overnight. To the solid was added methanol (50 mL) and ether (300 mL). The resulting suspension was stirred at room t...